Dataset: the Open Reaction Database (ORD), a public repository of structured organic reaction records. Task: describe an organic reaction: reactants, conditions, products, and yield Reactants: CCOC(=O)C(Cc1ccc(-c2cccc(NCC(=O)OC(C)(C)C)c2)nc1)OCC, ClCCl, O, O=C(O)C(F)(F)F. Product: CCOC(=O)C(Cc1ccc(-c2cccc(NC)c2)nc1)OCC. Reaction SMILES: [C:1]([O:2][C:3](=[O:4])[CH2:8][NH:9][c:10]1[cH:11][c:12](-[c:16]2[cH:17][cH:18][c:19]([CH2:22][CH:23]([C:24](=[O:25])[O:26][CH2:27][CH3:28])[O:29][CH2:30][CH3:31])[cH:20][n:21]2)[cH:13][cH:14][cH:15]1)([CH3:5])([CH3:6])[CH3:7].[Cl:32][CH2:33][Cl:34].[OH2:42].[OH:35][C:36]([C:37]([F:38])([F:39])[F:40])=[O:41]>>[CH3:8][NH:9][c:10]1[cH:11][c:12](-[c:16]2[cH:17][cH:18][c:19]([CH2:22][CH:23]([C:24](=[O:25])[O:26][CH2:27][CH3:28])[O:29][CH2:30][CH3:31])[cH:20][n:21]2)[cH:13][cH:14][cH:15]1. Reactants: CC(C)(C)C(=O)C(CCCCOc1ccccc1)n1cncn1, C=C[Mg+], [Cl-], C1CCOC1, O. Yields the product C=CC(O)(C(CCCCOc1ccccc1)n1cncn1)C(C)(C)C. As a reaction SMILES: [CH3:1][C:2]([CH3:3])([C:4]([CH:5]([CH2:6][CH2:7][CH2:8][CH2:9][O:10][c:11]1[cH:12][cH:13][cH:14][cH:15][cH:16]1)[n:17]1[n:18][cH:19][n:20][cH:21]1)=[O:22])[CH3:23].[CH:25](=[CH2:26])[Mg+:27].[Cl-:24].[O:29]1[CH2:30][CH2:31][CH2:32][CH2:33]1.[OH2:28]>>[CH3:1][C:2]([CH3:3])([C:4]([CH:5]([CH2:6][CH2:7][CH2:8][CH2:9][O:10][c:11]1[cH:12][cH:13][cH:14][cH:15][cH:16]1)[n:17]1[n:18][cH:19][n:20][cH:21]1)([OH:22])[CH:25]=[CH2:26])[CH3:23].